describe an organic reaction: reactants, conditions, products, and yield From a dataset of the Open Reaction Database (ORD), a public repository of structured organic reaction records. Reactants: COC=1C=NC2=CC=C(C=C2C1)CC(=O)OC(C)(C)C (tert-butyl 2-(3-methoxyquinolin-6-yl)acetate), C1(=CC=CC=C1)C1=CC=C(N=N1)NN (1-(6-phenylpyridazin-3-yl)hydrazine). The solvent is Cl (HCl). Conditions: temperature 100 celsius, time 2 hour. Yields the product COC=1C=NC2=CC=C(C=C2C1)CC1=NN=C2N1N=C(C=C2)C2=CC=CC=C2 (3-Methoxy-6-((6-phenyl-[1,2,4]triazolo[4,3-b]pyridazin-3-yl)methyl)quinoline). Reaction SMILES: [CH3:1][O:2][C:3]1[CH:4]=[N:5][C:6]2[C:11]([CH:12]=1)=[CH:10][C:9]([CH2:13][C:14](OC(C)(C)C)=O)=[CH:8][CH:7]=2.[C:21]1([C:27]2[N:32]=[N:31][C:30]([NH:33][NH2:34])=[CH:29][CH:28]=2)[CH:26]=[CH:25][CH:24]=[CH:23][CH:22]=1>Cl>[CH3:1][O:2][C:3]1[CH:4]=[N:5][C:6]2[C:11]([CH:12]=1)=[CH:10][C:9]([CH2:13][C:14]1[N:31]3[N:32]=[C:27]([C:21]4[CH:26]=[CH:25][CH:24]=[CH:23][CH:22]=4)[CH:28]=[CH:29][C:30]3=[N:33][N:34]=1)=[CH:8][CH:7]=2. Reported procedure: A mixture of tert-butyl 2-(3-methoxyquinolin-6-yl)acetate (148 mg) and 1-(6-phenylpyridazin-3-yl)hydrazine (126 mg) in HCl (conc., 0.3 mL) was heated at 100° C. for 5 min and was subject to microwave heating (180° C., 15 min) The yellow sludge was quenched with NaOH (5N, 1 mL). The pink mixture was filtered and washed with NaOH (1 N, 1 mL), H2O (2 mL). The solid was suspended in DMF (2 mL)-DCM (2 mL). MeI (0.2 mL) was added followed by the addition of NaOH (2N, 1 mL). After 2 h, the mixture was ... Starting materials: CC1(OB(OC1(C)C)C1=CC=C(C=C1)N)C (4-(4,4,5,5-tetramethyl-[1,3,2]dioxaborolan-2-yl)-phenylamine), BrC1=CC(=C(C=C1)NC(=O)C=1N(C=C(N1)C#N)COCC[Si](C)(C)C)C1=CCCCC1 (4-cyano-1-(2-trimethylsilanyl-ethoxymethyl)-1H-imidazole-2-carboxylic acid (4-bromo-2-cyclohex-1-enyl-phenyl)-amide), CCOC(=O)C (EtOAc), C(=O)([O-])[O-].[Na+].[Na+] (Na2CO3). Reagents/catalysts: C=1C=CC(=CC1)[P](C=2C=CC=CC2)(C=3C=CC=CC3)[Pd]([P](C=4C=CC=CC4)(C=5C=CC=CC5)C=6C=CC=CC6)([P](C=7C=CC=CC7)(C=8C=CC=CC8)C=9C=CC=CC9)[P](C=1C=CC=CC1)(C=1C=CC=CC1)C=1C=CC=CC1 (Pd(PPh3)4). Run in O1CCOCC1 (1,4-dioxane). Reaction conditions: temperature 80 celsius, time 3 hour. The product is NC1=CC=C(C=C1)C1=CC(=C(C=C1)NC(=O)C=1N(C=C(N1)C#N)COCC[Si](C)(C)C)C1=CCCCC1 (4-Cyano-1-(2-trimethylsilanyl-ethoxymethyl)-1H-imidazole-2-carboxylic acid (4′-amino-3-cyclohex-1-enyl-biphenyl-4-yl)-amide). Yield: 85.0%. Reaction SMILES: Br[C:2]1[CH:7]=[CH:6][C:5]([NH:8][C:9]([C:11]2[N:12]([CH2:18][O:19][CH2:20][CH2:21][Si:22]([CH3:25])([CH3:24])[CH3:23])[CH:13]=[C:14]([C:16]#[N:17])[N:15]=2)=[O:10])=[C:4]([C:26]2[CH2:31][CH2:30][CH2:29][CH2:28][CH:27]=2)[CH:3]=1.CC1(C)C(C)(C)OB([C:40]2[CH:45]=[CH:44][C:43]([NH2:46])=[CH:42][CH:41]=2)O1.C([O-])([O-])=O.[Na+].[Na+].CCOC(C)=O>O1CCOCC1.C1C=CC([P]([Pd]([P](C2C=CC=CC=2)(C2C=CC=CC=2)C2C=CC=CC=2)([P](C2C=CC=CC=2)(C2C=CC=CC=2)C2C=CC=CC=2)[P](C2C=CC=CC=2)(C2C=CC=CC=2)C2C=CC=CC=2)(C2C=CC=CC=2)C2C=CC=CC=2)=CC=1>[NH2:46][C:43]1[CH:44]=[CH:45][C:40]([C:2]2[CH:7]=[CH:6][C:5]([NH:8][C:9]([C:11]3[N:12]([CH2:18][O:19][CH2:20][CH2:21][Si:22]([CH3:24])([CH3:23])[CH3:25])[CH:13]=[C:14]([C:16]#[N:17])[N:15]=3)=[O:10])=[C:4]([C:26]3[CH2:31][CH2:30][CH2:29][CH2:28][CH:27]=3)[CH:3]=2)=[CH:41][CH:42]=1 |f:2.3.4,^1:69,71,90,109|. Procedure details: To a mixture of 4-cyano-1-(2-trimethylsilanyl-ethoxymethyl)-1H-imidazole-2-carboxylic acid (4-bromo-2-cyclohex-1-enyl-phenyl)-amide (as prepared in the Example 11, step (f), 30 mg, 0.060 mmol), 4-(4,4,5,5-tetramethyl-[1,3,2]dioxaborolan-2-yl)-phenylamine (14.4 mg, 0.066 mmol) and Pd(PPh3)4 (7 mg, 0.006 mmol) in 1 mL of 1,4-dioxane was added 2.0 M aq Na2CO3 solution (0.24 mL, 0.48 mmol). The resulting mixture was stirred at 80° C. for 3 h under Ar, and then cooled to RT. Treated with 50 μL of EtO... Starting materials: CCO (EtOH), [N+](=O)([O-])C=1C=C(C=CC1)SC (3-nitro thioanisol), S(=O)(=O)(Cl)Cl (sulfuryl chloride). The solvent is C(Cl)Cl (DCM), C(Cl)Cl (DCM). Reaction conditions: temperature -20 celsius, time 4 hour. Product: CS(=O)C1=CC(=CC=C1)[N+](=O)[O-] (1-methanesulfinyl-3-nitro-benzene). Isolated yield 90.3%. Reaction SMILES: [N+:1]([C:4]1[CH:5]=[C:6]([S:10][CH3:11])[CH:7]=[CH:8][CH:9]=1)([O-:3])=[O:2].S(Cl)(Cl)(=O)=[O:13].CCO>C(Cl)Cl>[CH3:11][S:10]([C:6]1[CH:7]=[CH:8][CH:9]=[C:4]([N+:1]([O-:3])=[O:2])[CH:5]=1)=[O:13]. Procedure details: A solution of 3-nitro thioanisol (96 g, 568 mmol) in DCM (100 mL) was added dropwise to a cooled solution of sulfuryl chloride (96 g, 711 mmol) in DCM (600 mL) at −60° C. The mixture was stirred for 4 h at −20° C., then cooled to −60° C., and 350 mL of EtOH were carefully added. The reaction was then allowed to warm up to rt, subsequently, most of the solvent was evaporated, the residue was poured in sat. aq. NaHCO3, and the solid product was filtered off and carefully washed with hexane on the ... Reactants: C1(CC(CCC1)C(=O)OC)C(=O)OC (dimethyl cyclohexane-1,3-dicarboxylate), C(C)(C)NC(C)C (diisopropylamine), C(CCC)[Li].CCCCCC (n-butyllithium hexane), CN1CCCN(C1=O)C (DMPU), ICI (diiodomethane). The solvent is C1CCOC1 (THF), C1CCOC1 (THF), C1CCOC1 (THF). Conditions: temperature 0 celsius, time 1 hour. The product is ICC1(CC(CCC1)C(=O)OC)C(=O)OC (1-iodomethyl-1,3-dicarbomethoxycyclohexane). Isolated yield 68.4%. Reaction SMILES: C(NC(C)C)(C)C.C([Li])CCC.CCCCCC.CN1C(=O)N(C)CCC1.[CH:28]1([C:38]([O:40][CH3:41])=[O:39])[CH2:33][CH2:32][CH2:31][CH:30]([C:34]([O:36][CH3:37])=[O:35])[CH2:29]1.[I:42][CH2:43]I>C1COCC1>[I:42][CH2:43][C:30]1([C:34]([O:36][CH3:37])=[O:35])[CH2:31][CH2:32][CH2:33][CH:28]([C:38]([O:40][CH3:41])=[O:39])[CH2:29]1 |f:1.2|. Procedure details: A cooled (−67° C.) solution of dry diisopropylamine (3.65 mL, 26 mmol) in anhydrous THF (20 mL) under nitrogen was treated via syringe with 2.5N n-butyllithium/hexane (9.6 mL, 24 mmol), warmed to 0° C. for 5 min, then recooled (−67° C.). DMPU (12.1 mL, 100 mmol) was added dropwise via addition funnel so as to keep pot temp <−60° C., then a solution of dimethyl cyclohexane-1,3-dicarboxylate (4.00 g, 20 mmol) in anhydrous THF (10 mL) was likewise added dropwise. After 1 h at −67° C., diiodomethane... The reactants are N1(CCNCC1)C1=CC=C(C=C1)NC(=O)C=1C(=CC=CC1)C1=CC=C(C=C1)C(F)(F)F (4′-trifluoromethyl-biphenyl-2-carboxylic acid (4-piperazin-1-yl-phenyl)-amide), N1C(=CC=C1)C=O (1H-pyrrole-2-carboxaldehyde), C(C)(=O)O (acetic acid), C(C)(=O)O[BH-](OC(C)=O)OC(C)=O.[Na+] (sodium triacetoxy borohydride). Run in ClCCCl (1,2-dichloroethane). Reaction conditions: temperature 0 celsius, time 16 hour. Product: N1C(=CC=C1)CN1CCN(CC1)C1=CC=C(C=C1)NC(=O)C=1C(=CC=CC1)C1=CC=C(C=C1)C(F)(F)F (4′-Trifluormethyl-biphenyl-2-carboxylic Acid [4-(4-(1H-pyrrol-2-ylmethyl)-piperazin-1-yl)-phenyl)-amide). The yield is 49.0%. As a reaction SMILES: [N:1]1([C:7]2[CH:12]=[CH:11][C:10]([NH:13][C:14]([C:16]3[C:17]([C:22]4[CH:27]=[CH:26][C:25]([C:28]([F:31])([F:30])[F:29])=[CH:24][CH:23]=4)=[CH:18][CH:19]=[CH:20][CH:21]=3)=[O:15])=[CH:9][CH:8]=2)[CH2:6][CH2:5][NH:4][CH2:3][CH2:2]1.[NH:32]1[CH:36]=[CH:35][CH:34]=[C:33]1[CH:37]=O.C(O)(=O)C.C(O[BH-](OC(=O)C)OC(=O)C)(=O)C.[Na+]>ClCCCl>[NH:32]1[CH:36]=[CH:35][CH:34]=[C:33]1[CH2:37][N:4]1[CH2:5][CH2:6][N:1]([C:7]2[CH:8]=[CH:9][C:10]([NH:13][C:14]([C:16]3[C:17]([C:22]4[CH:27]=[CH:26][C:25]([C:28]([F:29])([F:31])[F:30])=[CH:24][CH:23]=4)=[CH:18][CH:19]=[CH:20][CH:21]=3)=[O:15])=[CH:11][CH:12]=2)[CH2:2][CH2:3]1 |f:3.4|. Procedure: To a solution of 4′-trifluoromethyl-biphenyl-2-carboxylic acid (4-piperazin-1-yl-phenyl)-amide (310 mg) in 1,2-dichloroethane (20 mL) was added 1H-pyrrole-2-carboxaldehyde (95 mg) and acetic acid (67 mg). The solution was cooled at 0° C. and sodium triacetoxy borohydride (317 mg) was added portionwise and the mixture was stirred at room temperature for 16 hours. The solution was then washed with a saturated solution of NaHCO3, with brine, dried over Na2SO4, filtered and evaporated under reduced ... Reactants: CCOCC, CC(C)c1c(CC=CO)c(-c2ccccc2)c2c3ccccc3ccn12. The product is CC(C)c1c(C=CC=O)c(-c2ccccc2)c2c3ccccc3ccn12. RXN SMILES: [CH3:27][CH2:28][O:29][CH2:30][CH3:31].[CH:1]([CH3:2])([CH3:3])[c:4]1[c:5]([CH2:23][CH:24]=[CH:25][OH:26])[c:6](-[c:17]2[cH:18][cH:19][cH:20][cH:21][cH:22]2)[c:7]2[n:8]1[cH:9][cH:10][c:11]1[cH:12][cH:13][cH:14][cH:15][c:16]21>>[CH:1]([CH3:2])([CH3:3])[c:4]1[c:5]([CH:23]=[CH:24][CH:25]=[O:26])[c:6](-[c:17]2[cH:18][cH:19][cH:20][cH:21][cH:22]2)[c:7]2[n:8]1[cH:9][cH:10][c:11]1[cH:12][cH:13][cH:14][cH:15][c:16]21. Reactants: [Sn](Cl)(Cl)(Cl)Cl (Tin (IV) chloride), CC1=CC=C(C(=O)Cl)C=C1 (p-methyl benzoyl chloride), CC=C(C)C (trimethyl ethene). The solvent is C1CCCCC1 (cyclohexane). Conditions: temperature 10 celsius, time 30 minute. Product: C1(CCC2=CC=CC=C12)=O (indanone). RXN SMILES: [Sn](Cl)(Cl)(Cl)Cl.C[C:7]1[CH:15]=[CH:14][C:10]([C:11](Cl)=[O:12])=[CH:9][CH:8]=1.[CH3:16][CH:17]=C(C)C>C1CCCCC1>[C:11]1(=[O:12])[C:10]2[C:14](=[CH:15][CH:7]=[CH:8][CH:9]=2)[CH2:17][CH2:16]1. Procedure: 100 g Tin (IV) chloride is added at 10° C. to a solution of 79 g p-methyl benzoyl chloride and 40 g trimethyl ethene in 100 ml cyclohexane. The reaction mixture is then stirred at 10° C. during 30 min., subsequently poured out into ice and extracted with ether. The solution in ether is washed neutral, dried and evaporated. The residue is added to a solution of 72 g AlCl3 in 200 ml nitropropane, in the course of which the temperature is kept at 25°-30° C. Then the reaction mixture is stirred duri... Starting materials: NC=1C(=NC(=CN1)Br)C(=O)OC (methyl 3-amino-6-bromo-pyrazine-2-carboxylate), C(C)(C)(C)OC(=O)N1CCC(=CC1)B1OC(C(O1)(C)C)(C)C (tert-butyl-4-(4,4,5,5-tetramethyl-1,3,2-dioxaborolan-2-yl)-3,6-dihydro-2H-pyridine-1-carboxylate), C(=O)([O-])[O-].[Na+].[Na+] (Na2CO3), C1(=CC=CC=C1)P(C1=CC=CC=C1)C1=CC=CC=C1 (triphenylphosphane). The reagents and catalysts are Cl[Pd]Cl (dichloropalladium). Solvent: COCCOC (DME), CCOC(=O)C (EtOAc), O (water). Conditions: time 2 hour. The product is NC=1C(=NC(=CN1)C=1CCNCC1)C(=O)OC (Methyl 3-amino-6-(1,2,3,6-tetrahydropyridin-4-yl)pyrazine-2-carboxylate). The yield is 68.5%. As a reaction SMILES: [NH2:1][C:2]1[C:3]([C:9]([O:11][CH3:12])=[O:10])=[N:4][C:5](Br)=[CH:6][N:7]=1.C(OC([N:20]1[CH2:25][CH:24]=[C:23](B2OC(C)(C)C(C)(C)O2)[CH2:22][CH2:21]1)=O)(C)(C)C.C([O-])([O-])=O.[Na+].[Na+].C1(P(C2C=CC=CC=2)C2C=CC=CC=2)C=CC=CC=1>COCCOC.Cl[Pd]Cl.CCOC(C)=O.O>[NH2:1][C:2]1[C:3]([C:9]([O:11][CH3:12])=[O:10])=[N:4][C:5]([C:23]2[CH2:24][CH2:25][NH:20][CH2:21][CH:22]=2)=[CH:6][N:7]=1 |f:2.3.4|. Reported procedure: A mixture of methyl 3-amino-6-bromo-pyrazine-2-carboxylate (6 g, 25.86 mmol), tert-butyl-4-(4,4,5,5-tetramethyl-1,3,2-dioxaborolan-2-yl)-3,6-dihydro-2H-pyridine-1-carboxylate (7.996 g, 25.86 mmol), Na2CO3 (38.79 mL of 2 M, 77.58 mmol) and dichloropalladium; triphenylphosphane (544.5 mg, 0.7758 mmol) was stirred in DME (120.0 mL) at 100° C. for 5 hours. After this time water and EtOAc were added and the organics separated, dried and concentrated in vacuo. The residue was redissolved in DCM (20 mL... The reactants are OCCCCCCCCNC(=O)C=1C=C(C=CC1)S(=O)(=O)C=1C=C2C(=C(C=NC2=C(C1)C)C(=O)N)NC1=CC(=CC=C1)OC (6-[[3-[(8-Hydroxyoctyl)carbamoyl]phenyl]sulfonyl]-4-[(3-methoxyphenyl)amino]-8-methylquinoline-3-carboxamide), NC1=CC=C(CCNC(OC(C)(C)C)=O)C=C1 (tert-Butyl 4-aminophenethylcarbamate), C38H40N6O7S. Yields the product C(N)(=O)C=1C=NC2=C(C=C(C=C2C1NC1=CC(=CC=C1)OC)S(=O)(=O)C=1C=C(C(=O)NC2=CC=C(CCNC(OC(C)(C)C)=O)C=C2)C=CC1)C (tert-Butyl 4-[3-[[3-carbamoyl-4-[(3-methoxyphenyl)amino]-8-methylquinolin-6-yl]sulfonyl]benzamido]phenethylcarbamate). RXN SMILES: OCC[CH2:4][CH2:5][CH2:6][CH2:7][CH2:8][CH2:9][NH:10][C:11]([C:13]1[CH:14]=[C:15]([S:19]([C:22]2[CH:23]=[C:24]3[C:29](=[C:30]([CH3:32])[CH:31]=2)[N:28]=[CH:27][C:26]([C:33]([NH2:35])=[O:34])=[C:25]3[NH:36][C:37]2[CH:42]=[CH:41][CH:40]=[C:39]([O:43][CH3:44])[CH:38]=2)(=[O:21])=[O:20])[CH:16]=[CH:17][CH:18]=1)=[O:12].NC1C=CC([CH2:50][CH2:51][NH:52][C:53](=[O:59])[O:54][C:55]([CH3:58])([CH3:57])[CH3:56])=CC=1>>[C:33]([C:26]1[CH:27]=[N:28][C:29]2[C:24]([C:25]=1[NH:36][C:37]1[CH:42]=[CH:41][CH:40]=[C:39]([O:43][CH3:44])[CH:38]=1)=[CH:23][C:22]([S:19]([C:15]1[CH:14]=[C:13]([CH:18]=[CH:17][CH:16]=1)[C:11]([NH:10][C:9]1[CH:4]=[CH:5][C:6]([CH2:50][CH2:51][NH:52][C:53](=[O:59])[O:54][C:55]([CH3:58])([CH3:57])[CH3:56])=[CH:7][CH:8]=1)=[O:12])(=[O:21])=[O:20])=[CH:31][C:30]=2[CH3:32])(=[O:34])[NH2:35]. Reported procedure: The title compound was synthesized in a manner analogous to that described for Intermediate 70, using Intermediate 27 in place of 8-aminooctanol. 1H NMR (400 MHz, DMSO-d6) δ510.80 (s, 1H), 10.46 (s, 1H), 9.09 (s, 1H), 8.25-8.39 (m, 3H), 8.21 (d, J=7.9 Hz, 1H), 8.04 (s, 1H), 7.87 (d, J=8.0 Hz, 1H), 7.72-7.80 (m, 2H), 7.69 (d, J=8.4 Hz, 2H), 7.20 (d, J=8.4 Hz, 2H), 7.11 (t, J=8.0 Hz, 1H), 6.88 (t, J=5.4 Hz, 1H), 6.60-6.68 (m, 2H), 6.52 (d, J=8.3 Hz, 1H), 3.60 (s, 3H), 3.08-3.18 (m, 2H), 2.65-2.73 ...